From a dataset of the Open Reaction Database (ORD), a public repository of structured organic reaction records. describe an organic reaction: reactants, conditions, products, and yield The reactants are IC=1C=C2C(C(NC2=CC1)=O)=O (5-iodoisatin), [N+](=O)([O-])C (nitromethane). Run in O (water). Conditions: temperature 30 celsius, time 48 hour. Yields the product OC1(C(NC2=CC=C(C=C12)I)=O)C[N+](=O)[O-] (3-hydroxy-5-iodo-3-(nitromethyl)indolin-2-one). As a reaction SMILES: [I:1][C:2]1[CH:3]=[C:4]2[C:8](=[CH:9][CH:10]=1)[NH:7][C:6](=[O:11])[C:5]2=[O:12].[N+:13]([CH3:16])([O-:15])=[O:14]>O>[OH:12][C:5]1([CH2:16][N+:13]([O-:15])=[O:14])[C:4]2[C:8](=[CH:9][CH:10]=[C:2]([I:1])[CH:3]=2)[NH:7][C:6]1=[O:11]. Reported procedure: 5-iodoisatin (0.136 g) and nitromethane (0.15 ml) were added to water and the reaction mixture was vigorously stirred at a temperature of 30° C. for 48 hours. The obtained product was extracted with ethyl acetate and purified by silica gel column chromatography using ethyl acetate/hexane as eluents to afford pure product. The reactants are Cc1ccccc1, CCOC(=O)CCc1cn(CC(=O)OC(C)(C)C)c2cccc(N)c12, O, Cc1ccc(S(=O)(=O)O)cc1. The product is CC(C)(C)OC(=O)Cn1cc2c3c(cccc31)NC(=O)CC2. RXN SMILES: [CH3:38][c:39]1[cH:40][cH:41][cH:42][cH:43][cH:44]1.[NH2:1][c:2]1[c:3]2[c:4]([CH2:19][CH2:20][C:21]([O:23][CH2:22][CH3:24])=[O:25])[cH:5][n:6]([CH2:11][C:12](=[O:13])[O:14][C:15]([CH3:16])([CH3:17])[CH3:18])[c:7]2[cH:8][cH:9][cH:10]1.[OH2:26].[c:27]1([CH3:28])[cH:29][cH:30][c:31]([S:32]([OH:33])(=[O:34])=[O:35])[cH:36][cH:37]1>>[NH:1]1[c:2]2[c:3]3[c:4]([cH:5][n:6]([CH2:11][C:12](=[O:13])[O:14][C:15]([CH3:16])([CH3:17])[CH3:18])[c:7]3[cH:8][cH:9][cH:10]2)[CH2:19][CH2:20][C:21]1=[O:23]. Starting materials: stannous chloride dihydrate, C(C=C)C(C(=O)OC)(C(=O)OC)C(CC1=C(C=CC=C1)[N+](=O)[O-])C1=CC=C(C=C1)OC (α-(2-propenyl)-[2-(2-nitrophenyl)--1-(4-methoxyphenyl)ethyl]propanedioic acid, dimethyl ester), CO.O (methanol water), O (water). Solvent: CO (methanol), CO (methanol). Conditions: time 15 minute. The product is C(C=C)C(C(=O)OC)(C(=O)OC)C(CC1=C(C=CC=C1)N)C1=CC=C(C=C1)OC (α-(2-Propenyl)-[2-(2-aminophenyl)-1-(4-methoxyphenyl)ethyl]propanedioic acid, dimethyl ester). As a reaction SMILES: [CH2:1]([C:4]([CH:13]([C:24]1[CH:29]=[CH:28][C:27]([O:30][CH3:31])=[CH:26][CH:25]=1)[CH2:14][C:15]1[CH:20]=[CH:19][CH:18]=[CH:17][C:16]=1[N+:21]([O-])=O)([C:9]([O:11][CH3:12])=[O:10])[C:5]([O:7][CH3:8])=[O:6])[CH:2]=[CH2:3].O.CO.O>CO>[CH2:1]([C:4]([CH:13]([C:24]1[CH:29]=[CH:28][C:27]([O:30][CH3:31])=[CH:26][CH:25]=1)[CH2:14][C:15]1[CH:20]=[CH:19][CH:18]=[CH:17][C:16]=1[NH2:21])([C:9]([O:11][CH3:12])=[O:10])[C:5]([O:7][CH3:8])=[O:6])[CH:2]=[CH2:3] |f:2.3|. Procedure: To a solution of prepulverized stannous chloride dihydrate (23.82 g, 105.59 mmol) in methanol/concentrated sulfuric acid (318 ml/31.8 ml) at room temperature under a stream of nitrogen was added α-(2-propenyl)-[2-(2-nitrophenyl)--1-(4-methoxyphenyl)ethyl]propanedioic acid, dimethyl ester as a solution in 151 ml of methanol. The reaction was run at 40°-58° C. (water bath temperature) for several hours, and then at room temperature overnight. The reaction was quenched by addition of the following ... Starting materials: O1COC2=C1C=CC(=C2)C2(CC2)C(=O)NC2=NC=C(C=C2)C(C2=C(C=CC=C2)OC)O (1-(benzo[d][1,3]dioxol-5-yl)-N-(5-(hydroxy(2-methoxyphenyl)methyl)pyridin-2-yl)cyclopropanecarboxamide), C(C)(C)N(CCO)C(C)C (2-(diisopropylamino)ethanol), O1COC2=C1C=CC(=C2)C2(CC2)C(=O)NC2=NC=C(C=C2)C(C2=C(C=CC=C2)OC)OCCCO (1-(benzo[d][1,3]dioxol-5-yl)-N-(5-((3-hydroxypropoxy)(2-methoxyphenyl)methyl)pyridin-2-yl)cyclopropanecarboxamide). Yields the product O1COC2=C1C=CC(=C2)C2(CC2)C(=O)NC2=NC=C(C=C2)C(C2=C(C=CC=C2)OC)OCCN(C(C)C)C(C)C (1-(Benzo[d][1,3]dioxol-5-yl)-N-(5-((2-(diisopropylamino)ethoxy)(2-methoxyphenyl)methyl)pyridin-2-yl)cyclopropanecarboxamide). As a reaction SMILES: [O:1]1[C:5]2[CH:6]=[CH:7][C:8]([C:10]3([C:13]([NH:15][C:16]4[CH:21]=[CH:20][C:19]([CH:22]([OH:31])[C:23]5[CH:28]=[CH:27][CH:26]=[CH:25][C:24]=5[O:29][CH3:30])=[CH:18][N:17]=4)=[O:14])[CH2:12][CH2:11]3)=[CH:9][C:4]=2[O:3][CH2:2]1.[CH:32]([N:35]([CH:39]([CH3:41])[CH3:40])[CH2:36][CH2:37]O)([CH3:34])[CH3:33].O1C2C=CC(C3(C(NC4C=CC(C(OCCCO)C5C=CC=CC=5OC)=CN=4)=O)CC3)=CC=2OC1>>[O:1]1[C:5]2[CH:6]=[CH:7][C:8]([C:10]3([C:13]([NH:15][C:16]4[CH:21]=[CH:20][C:19]([CH:22]([O:31][CH2:37][CH2:36][N:35]([CH:39]([CH3:41])[CH3:40])[CH:32]([CH3:34])[CH3:33])[C:23]5[CH:28]=[CH:27][CH:26]=[CH:25][C:24]=5[O:29][CH3:30])=[CH:18][N:17]=4)=[O:14])[CH2:12][CH2:11]3)=[CH:9][C:4]=2[O:3][CH2:2]1. Procedure: 1-(Benzo[d][1,3]dioxol-5-yl)-N-(5-((2-(diisopropylamino)ethoxy)(2-methoxyphenyl)methyl)pyridin-2-yl)cyclopropanecarboxamide was prepared from 1-(benzo[d][1,3]dioxol-5-yl)-N-(5-(hydroxy(2-methoxyphenyl)methyl)pyridin-2-yl)cyclopropanecarboxamide and 2-(diisopropylamino)ethanol in a manner analogous to that of 1-(benzo[d][1,3]dioxol-5-yl)-N-(5-((3-hydroxypropoxy)(2-methoxyphenyl)methyl)pyridin-2-yl)cyclopropanecarboxamide. Starting materials: C(=O)(OC(C)(C)C)N1C=NC2=C1C=CC(=C2)N (N1-Boc-benzimidazol-5-amine), BrCC1=CC=C(C#N)C=C1 (4-bromomethylbenzonitrile), C(=O)([O-])[O-].[K+].[K+] (K2CO3). The product is C(#N)C1=CC=C(CN(C2=CC3=C(NC=N3)C=C2)CC2=CC=C(C=C2)C#N)C=C1 (N,N-Bis(4-cyanobenzyl)-1H-benzo[d]imidazol-5-amine). RXN SMILES: C([N:8]1[C:12]2[CH:13]=[CH:14][C:15]([NH2:17])=[CH:16][C:11]=2[N:10]=[CH:9]1)(OC(C)(C)C)=O.Br[CH2:19][C:20]1[CH:27]=[CH:26][C:23]([C:24]#[N:25])=[CH:22][CH:21]=1.C([O-])([O-])=O.[K+].[K+]>>[C:24]([C:23]1[CH:26]=[CH:27][C:20]([CH2:19][N:17]([CH2:19][C:20]2[CH:27]=[CH:26][C:23]([C:24]#[N:25])=[CH:22][CH:21]=2)[C:15]2[CH:14]=[CH:13][C:12]3[NH:8][CH:9]=[N:10][C:11]=3[CH:16]=2)=[CH:21][CH:22]=1)#[N:25] |f:2.3.4|. Procedure: The compound was synthesized starting from N1-Boc-benzimidazol-5-amine (233 mg; 1 mmol; 1 eq.), 4-bromomethylbenzonitrile (490 mg; 2.5 mmol; 2.5 eq.) and K2CO3 (345 mg; 2.5 mmol; 2.5 eq.) according to method 4; Yield: 0.176 g (48.4%); MS m/z: 364.2 [M+H]+; 1H-NMR (500 MHz, DMSO d6): δ 4.80 (s, 4H); 6.66-6.68 (m, 2H); 7.34 (d, 1H, 3J=8.7 Hz); 7.47 (d, 4H, 3J=8.3 Hz); 7.78 (d, 4H, 3J=8.3 Hz); 7.92 (s, 1H); 11.95 (br s, 1H); HPLC (METHOD [A]): rt 13.50 min (100%) Reactants: Oc1ccc(-c2nc3cc(O)cc(C(Br)CBr)c3o2)cc1, CC#N, C1CCC2=NCCCN2CC1. Product: C=C(Br)c1cc(O)cc2nc(-c3ccc(O)cc3)oc12. RXN SMILES: [Br:12][CH:13]([CH2:14][Br:15])[c:16]1[cH:17][c:18]([OH:32])[cH:19][c:20]2[n:21][c:22](-[c:25]3[cH:26][cH:27][c:28]([OH:31])[cH:29][cH:30]3)[o:23][c:24]12.[CH3:33][C:34]#[N:35].[N:1]12[CH2:2][CH2:3][CH2:4][N:5]=[C:6]1[CH2:7][CH2:8][CH2:9][CH2:10][CH2:11]2>>[Br:12][C:13](=[CH2:14])[c:16]1[cH:17][c:18]([OH:32])[cH:19][c:20]2[n:21][c:22](-[c:25]3[cH:26][cH:27][c:28]([OH:31])[cH:29][cH:30]3)[o:23][c:24]12. Reactants: CCO, COc1ccc2c(c1)C(=CC#N)CCC2, CCO, N. The product is COc1ccc2c(c1)C(=CCN)CCC2. As a reaction SMILES: [CH2:16]([OH:17])[CH3:18].[CH3:1][O:2][c:3]1[cH:4][cH:5][c:6]2[c:11]([cH:12]1)[C:10](=[CH:13][C:14]#[N:15])[CH2:9][CH2:8][CH2:7]2.[CH3:20][CH2:21][OH:22].[NH3:19]>>[CH3:1][O:2][c:3]1[cH:4][cH:5][c:6]2[c:11]([cH:12]1)[C:10](=[CH:13][CH2:14][NH2:15])[CH2:9][CH2:8][CH2:7]2. Starting materials: N1=NC=CC2=C1OCC2N (5,6-dihydrofuro[2,3-c]pyridazin-5-amine), CON=C1COC2=C(N=CC=C21)OC (7-methoxyfuro[2,3-c]pyridin-3(2H)-one O-methyl oxime). Product: COC=1N=CC=C2C1OCC2N (7-methoxy-2,3-dihydrofuro[2,3-c]pyridin-3-amine). Reaction SMILES: N1C2OCC(N)C=2C=CN=1.CO[N:13]=[C:14]1[C:22]2[C:17](=[C:18]([O:23][CH3:24])[N:19]=[CH:20][CH:21]=2)[O:16][CH2:15]1>>[CH3:24][O:23][C:18]1[N:19]=[CH:20][CH:21]=[C:22]2[CH:14]([NH2:13])[CH2:15][O:16][C:17]=12. Procedure: This compound was prepared using a method analogous to that of 5,6-dihydrofuro[2,3-c]pyridazin-5-amine (A.2.3.4), 7-methoxyfuro[2,3-c]pyridin-3(2H)-one O-methyl oxime replacing furo[2,3-c]pyridazin-5(6H)-one O-methyl oxime; Reactants: CCO, [Na+], COC(=O)C1CCC(=O)N1c1ccccc1, [OH-]. As a reaction SMILES: [CH3:19][CH2:20][OH:21].[Na+:18].[O:1]=[C:2]1[CH2:3][CH2:4][CH:5]([C:13](=[O:14])[O:15][CH3:16])[N:6]1[c:7]1[cH:8][cH:9][cH:10][cH:11][cH:12]1.[OH-:17]>>[O:1]=[C:2]1[CH2:3][CH2:4][CH:5]([C:13](=[O:14])[OH:15])[N:6]1[c:7]1[cH:8][cH:9][cH:10][cH:11][cH:12]1. Product: O=C(O)C1CCC(=O)N1c1ccccc1. Reactants: CN(C)C[C@H]1[C@@H](C2=CC=CC=C2C1)O (TRANS-2,3-dihydro-2-dimethylamino methyl-inden-1-ol), C1(=CC=CC=C1)O (phenol), O1CCCC1 (tetrahydrofuran), N(=NC(=O)OCC)C(=O)OCC (diethyl azodicarboxylate), O1CCCC1 (tetrahydrofuran). Reaction conditions: time 8 hour. The product is O(C1=CC=CC=C1)[C@H]1[C@@H](CC2=CC=CC=C12)N(C)C (TRANS-2,3-dihydro-1-phenoxy-N,N-dimethyl-1H-inden-2-amine). As a reaction SMILES: CN(C[C@@H:5]1[CH2:13][C:12]2[C:7](=[CH:8][CH:9]=[CH:10][CH:11]=2)[C@H:6]1[OH:14])C.[C:15]1(O)[CH:20]=[CH:19][CH:18]=[CH:17][CH:16]=1.[N:22]([C:29](OCC)=O)=NC(OCC)=O.O1CCC[CH2:35]1>>[O:14]([C@@H:6]1[C:7]2[C:12](=[CH:11][CH:10]=[CH:9][CH:8]=2)[CH2:13][C@H:5]1[N:22]([CH3:29])[CH3:35])[C:15]1[CH:20]=[CH:19][CH:18]=[CH:17][CH:16]=1. Procedure: Stir a solution of TRANS-2,3-dihydro-2-dimethylamino methyl-inden-1-ol (7.65 g, 0.04 M) triphenylphosphine (11.54 g, 0.044 M), and phenol (4.14 g, 0.044 M) in 100 ml of tetrahydrofuran. Slowly add a solution of diethyl azodicarboxylate in 50 ml of tetrahydrofuran dropwise. Stir the mixture overnight and evaporate the solvent. Take up the residue in ether, filter insoluble material and reconcentrate. Chromatograph the residue on silica gel eluting with ether to yield two isomers, CIS and TRANS, w...